This data is from the Open Reaction Database (ORD), a public repository of structured organic reaction records. The task is: describe an organic reaction: reactants, conditions, products, and yield Procedure: To a solution of 12c (32 mg, 0.063 mmol) in 1 mL THF at −78° C., was added LiHMDS (157 μL, 0.157 mmol). The mixture was stirred at −78° C. for 10 min, then cinnamyl bromide (18.6 mg, 0.095 mmol) in 250 μL THF was added. The reaction was stirred at −78° C. for 1.5 h, then quenched with sat. NH4Cl. The mixture was diluted with EtOAc, washed with sat NH4Cl and brine, dried (Na2SO4), and concentrated. The crude mixture was purified by flash chromatography (35% EtOAc/hexanes) to afford 26.0 mg (66%) ... The solvent is C1CCOC1 (THF), C1CCOC1 (THF). Reactants: N(C1=CC=CC=C1)C(=O)[C@@H]1CC(C=2N1C(C(=CN2)N(C(OCC2=CC=CC=C2)=O)CC2=CC(=CC=C2)C(F)(F)F)=O)C (Benzyl (6S,8RS)-6-(anilinocarbonyl)-8-methyl-4-oxo-4,6,7,8-tetrahydropyrrolo[1,2-a]pyrimidin-3-yl[3-(trifluoromethyl)benzyl]carbamate), [Li+].C[Si](C)(C)[N-][Si](C)(C)C (LiHMDS), C(C=CC1=CC=CC=C1)Br (cinnamyl bromide). Conditions: temperature -78 celsius, time 10 minute. Isolated yield 66.1%. The product is N(C1=CC=CC=C1)C(=O)[C@@H]1C[C@](C=2N1C(C(=CN2)N(C(OCC2=CC=CC=C2)=O)CC2=CC=CC=C2)=O)(C\C=C\C2=CC=CC=C2)C (Benzyl (6S,8R)-6-(anilinocarbonyl)-8-methyl-4-oxo-8-[(2E)-3-phenyl-2-propenyl]-4,6,7,8-tetrahydropyrrolo[1,2-a]pyrimidin-3-yl(benzyl)carbamate). Reaction SMILES: [NH:1]([C:8]([C@H:10]1[N:14]2[C:15](=[O:41])[C:16]([N:19]([CH2:30][C:31]3[CH:36]=[CH:35][CH:34]=[C:33](C(F)(F)F)[CH:32]=3)[C:20](=[O:29])[O:21][CH2:22][C:23]3[CH:28]=[CH:27][CH:26]=[CH:25][CH:24]=3)=[CH:17][N:18]=[C:13]2[CH:12]([CH3:42])[CH2:11]1)=[O:9])[C:2]1[CH:7]=[CH:6][CH:5]=[CH:4][CH:3]=1.[Li+].C[Si]([N-][Si](C)(C)C)(C)C.[CH2:53](Br)[CH:54]=[CH:55][C:56]1[CH:61]=[CH:60][CH:59]=[CH:58][CH:57]=1>C1COCC1>[NH:1]([C:8]([C@H:10]1[N:14]2[C:15](=[O:41])[C:16]([N:19]([CH2:30][C:31]3[CH:32]=[CH:33][CH:34]=[CH:35][CH:36]=3)[C:20](=[O:29])[O:21][CH2:22][C:23]3[CH:24]=[CH:25][CH:26]=[CH:27][CH:28]=3)=[CH:17][N:18]=[C:13]2[C@:12]([CH3:42])([CH2:53]/[CH:54]=[CH:55]/[C:56]2[CH:61]=[CH:60][CH:59]=[CH:58][CH:57]=2)[CH2:11]1)=[O:9])[C:2]1[CH:7]=[CH:6][CH:5]=[CH:4][CH:3]=1 |f:1.2|.